Dataset: the Open Reaction Database (ORD), a public repository of structured organic reaction records. Task: describe an organic reaction: reactants, conditions, products, and yield Reactants: NC1=C(C=C(C(=O)N2CC(N(CC2)CC=2C=C(C(=O)NC(C)(C)C)C=CC2)CF)C=C1)F (3-((4-(4-amino-3-fluorobenzoyl)-2-(fluoromethyl)piperazin-1-yl)-methyl)-N-tert-butylbenzamide), ClC(=O)OC1=CC=C(C=C1)[N+](=O)[O-] (4-nitrophenyl chloroformate), C1(CC1)CN (cyclopropane-methylamine). Run in ClCCl (dichloromethane). Reaction conditions: time 8 hour. Product: C(C)(C)(C)NC(C1=CC(=CC=C1)CN1C(CN(CC1)C(C1=CC(=C(C=C1)NC(=O)NCC1CC1)F)=O)CF)=O (N-tert-Butyl-3-((4-(4-(3-(cyclopropylmethyl)ureido)-3-fluorobenzoyl)-2-(fluoromethyl)piperazin-1-yl) methyl)benzamide). As a reaction SMILES: [NH2:1][C:2]1[CH:31]=[CH:30][C:5]([C:6]([N:8]2[CH2:13][CH2:12][N:11]([CH2:14][C:15]3[CH:16]=[C:17]([CH:25]=[CH:26][CH:27]=3)[C:18]([NH:20][C:21]([CH3:24])([CH3:23])[CH3:22])=[O:19])[CH:10]([CH2:28][F:29])[CH2:9]2)=[O:7])=[CH:4][C:3]=1[F:32].Cl[C:34](OC1C=CC([N+]([O-])=O)=CC=1)=[O:35].[CH:46]1([CH2:49][NH2:50])[CH2:48][CH2:47]1>ClCCl>[C:21]([NH:20][C:18](=[O:19])[C:17]1[CH:25]=[CH:26][CH:27]=[C:15]([CH2:14][N:11]2[CH2:12][CH2:13][N:8]([C:6](=[O:7])[C:5]3[CH:30]=[CH:31][C:2]([NH:1][C:34]([NH:50][CH2:49][CH:46]4[CH2:48][CH2:47]4)=[O:35])=[C:3]([F:32])[CH:4]=3)[CH2:9][CH:10]2[CH2:28][F:29])[CH:16]=1)([CH3:24])([CH3:23])[CH3:22]. Procedure: To a solution of 3-((4-(4-amino-3-fluorobenzoyl)-2-(fluoromethyl)piperazin-1-yl)-methyl)-N-tert-butylbenzamide (150 mg, 0.34 mmol) in dichloromethane (4 mL) at room temperature was added 4-nitrophenyl chloroformate (71.4 mg, 0.354 mmol). The reaction mixture was stirred at room temperature for 1 hour before the addition of cyclopropane-methylamine (150 μL). The mixture was stirred at room temperature overnight before being applied to a silica carbonate column. The eluant was concentrated under r... Product: Nc1nc(C(=O)N2C(CNC(=O)c3cccc4c3OC(F)(F)O4)CC3CC32)c(-c2cccc(F)c2)s1. RXN SMILES: [F:24][C:25]1([F:37])[O:26][c:27]2[c:28]([cH:30][cH:31][cH:32][c:33]2[C:34](=[O:35])[OH:36])[O:29]1.[NH2:1][c:2]1[s:3][c:4](-[c:17]2[cH:18][c:19]([F:23])[cH:20][cH:21][cH:22]2)[c:5]([C:7](=[O:8])[N:9]2[CH:10]3[CH2:11][CH:12]3[CH2:13][CH:14]2[CH2:15][NH2:16])[n:6]1>>[NH2:1][c:2]1[s:3][c:4](-[c:17]2[cH:18][c:19]([F:23])[cH:20][cH:21][cH:22]2)[c:5]([C:7](=[O:8])[N:9]2[CH:10]3[CH2:11][CH:12]3[CH2:13][CH:14]2[CH2:15][NH:16][C:34]([c:33]2[c:27]3[c:28]([cH:30][cH:31][cH:32]2)[O:29][C:25]([F:24])([F:37])[O:26]3)=[O:35])[n:6]1. Starting materials: O=C(O)c1cccc2c1OC(F)(F)O2, NCC1CC2CC2N1C(=O)c1nc(N)sc1-c1cccc(F)c1. The reactants are C(C)(=O)C=1C=CC(=NC1)OC (5-acetyl-2-methoxypyridine), ClC=1C=C(C=O)C=C(C1)Cl (3,5-dichlorobenzaldehyde), [OH-].[K+] (potassium hydroxide). The product is ClC=1C=C(C=C(C1)Cl)/C=C/C(=O)C=1C=NC(=CC1)OC ((E)-3-(3,5-Dichlorophenyl)-1-(6-methoxypyridin-3-yl)prop-2-en-1-one). As a reaction SMILES: [C:1]([C:4]1[CH:5]=[CH:6][C:7]([O:10][CH3:11])=[N:8][CH:9]=1)(=[O:3])[CH3:2].[Cl:12][C:13]1[CH:14]=[C:15]([CH:18]=[C:19]([Cl:21])[CH:20]=1)[CH:16]=O.[OH-].[K+]>>[Cl:12][C:13]1[CH:14]=[C:15](/[CH:16]=[CH:2]/[C:1]([C:4]2[CH:9]=[N:8][C:7]([O:10][CH3:11])=[CH:6][CH:5]=2)=[O:3])[CH:18]=[C:19]([Cl:21])[CH:20]=1 |f:2.3|. Reported procedure: In analogy to example 170, step 1, 5-acetyl-2-methoxypyridine was reacted with 3,5-dichlorobenzaldehyde in the presence of potassium hydroxide to give the title compound as a colourless solid.